Dataset: the Open Reaction Database (ORD), a public repository of structured organic reaction records. Task: describe an organic reaction: reactants, conditions, products, and yield Reactants: BrB(Br)Br, ClCCl, COc1ccccc1Cc1cccc(Cl)c1O, O. The product is Oc1ccccc1Cc1cccc(Cl)c1O. Reaction SMILES: [B:18]([Br:19])([Br:20])[Br:21].[CH2:23]([Cl:24])[Cl:25].[Cl:1][c:2]1[c:3]([OH:17])[c:4]([CH2:8][c:9]2[c:10]([O:15][CH3:16])[cH:11][cH:12][cH:13][cH:14]2)[cH:5][cH:6][cH:7]1.[OH2:22]>>[Cl:1][c:2]1[c:3]([OH:17])[c:4]([CH2:8][c:9]2[c:10]([OH:15])[cH:11][cH:12][cH:13][cH:14]2)[cH:5][cH:6][cH:7]1. The reactants are [Mn](=O)(=O)(=O)[O-].[K+] (Potassium permanganate), [OH-].[Na+] (sodium hydroxide), CN(C=O)C (dimethylformamide), FC1=CC=C(C=C1)N1C(=CC=C1)C=O (1-(4-fluorophenyl)-2-formylpyrrole). Run in N1=CC=CC=C1 (pyridine). Yields the product FC1=CC=C(C=C1)N1C(=CC=C1)C(=O)O (1-(4-fluorophenyl)pyrrole-2-carboxylic acid). As a reaction SMILES: [Mn]([O-])(=O)(=O)=O.[K+].[OH-].[Na+].CN(C)C=[O:12].[F:14][C:15]1[CH:20]=[CH:19][C:18]([N:21]2[CH:25]=[CH:24][CH:23]=[C:22]2[CH:26]=[O:27])=[CH:17][CH:16]=1>N1C=CC=CC=1>[F:14][C:15]1[CH:20]=[CH:19][C:18]([N:21]2[CH:25]=[CH:24][CH:23]=[C:22]2[C:26]([OH:12])=[O:27])=[CH:17][CH:16]=1 |f:0.1,2.3|. Procedure: Potassium permanganate (30.1 g) and sodium hydroxide (15.3 g) were added to a solution of dimethylformamide (380 ml) and pyridine (300 ml), and 1-(4-fluorophenyl)-2-formylpyrrole (30 g) was further added thereto under ice-cooling with stirring. The mixture was warmed to room temperature and stirred further for 3 h. The reaction mixture was filtrated and the filtrate was neutralized with hydrochloric acid. The precipitated crystals were recrystallized from hydrous ethanol to give 1-(4-fluoropheny... Reactants: C(C)OC(CSC1=CN=C(S1)NC(=O)N(C1CCNCC1)[C@@H]1CC[C@H](CC1)C)=O ({2-[3-(trans-4-methyl-cyclohexyl)-3-piperidin-4-yl-ureido]-thiazol-5-ylsulfanyl}-acetic acid ethyl ester), CN(C(=O)Cl)C (dimethylcarbamoyl chloride). Yields the product C(C)OC(CSC1=CN=C(S1)NC(=O)N([C@@H]1CC[C@H](CC1)C)C1CCN(CC1)C(N(C)C)=O)=O ({2-[3-(1-Dimethylcarbamoyl-piperidin-4-yl)-3-(trans-4-methyl-cyclohexyl)-ureido]-thiazol-5-ylsulfanyl}-acetic acid ethyl ester), CN(C(=O)N1CCC(CC1)N(C(NC=1SC(=CN1)SCC(=O)O)=O)[C@@H]1CC[C@H](CC1)C)C ({2-[3-(1-Dimethylcarbamoyl-piperidin-4-yl)-3-(trans-4-methyl-cyclohexyl)-ureido]-thiazol-5-ylsulfanyl}-acetic acid). Reaction SMILES: [CH2:1]([O:3][C:4](=[O:29])[CH2:5][S:6][C:7]1[S:11][C:10]([NH:12][C:13]([N:15]([C@H:22]2[CH2:27][CH2:26][C@H:25]([CH3:28])[CH2:24][CH2:23]2)[CH:16]2[CH2:21][CH2:20][NH:19][CH2:18][CH2:17]2)=[O:14])=[N:9][CH:8]=1)[CH3:2].[CH3:30][N:31]([CH3:35])[C:32](Cl)=[O:33]>>[CH2:1]([O:3][C:4](=[O:29])[CH2:5][S:6][C:7]1[S:11][C:10]([NH:12][C:13]([N:15]([CH:16]2[CH2:21][CH2:20][N:19]([C:32](=[O:33])[N:31]([CH3:35])[CH3:30])[CH2:18][CH2:17]2)[C@H:22]2[CH2:23][CH2:24][C@H:25]([CH3:28])[CH2:26][CH2:27]2)=[O:14])=[N:9][CH:8]=1)[CH3:2].[CH3:30][N:31]([CH3:35])[C:32]([N:19]1[CH2:18][CH2:17][CH:16]([N:15]([C@H:22]2[CH2:23][CH2:24][C@H:25]([CH3:28])[CH2:26][CH2:27]2)[C:13](=[O:14])[NH:12][C:10]2[S:11][C:7]([S:6][CH2:5][C:4]([OH:3])=[O:29])=[CH:8][N:9]=2)[CH2:21][CH2:20]1)=[O:33]. Reported procedure: {2-[3-(1-Dimethylcarbamoyl-piperidin-4-yl)-3-(trans-4-methyl-cyclohexyl)-ureido]-thiazol-5-ylsulfanyl}-acetic acid ethyl ester was prepared in a similar manner to Example 554 using {2-[3-(trans-4-methyl-cyclohexyl)-3-piperidin-4-yl-ureido]-thiazol-5-ylsulfanyl}-acetic acid ethyl ester and dimethylcarbamoyl chloride. Hydrolysis using general procedure (F) gave the title compound. Reactants: CCCCCC.CCOC(=O)C (hexane EtOAc), ClC1=CC=C2C(=CC=NC2=C1)N1CCNCC1 (7-Chloro-4-(piperazin-1-yl)quinoline), C1(=CC=CC=C1)N=C=O (phenyl isocyanate). Run in C1CCOC1 (THF). Product: ClC1=CC=C2C(=CC=NC2=C1)N1CCN(CC1)C(=O)NC1=CC=CC=C1 (7-Chloro-4-[4-(phenylaminocarbonyl)piperazin-1-yl]quinoline). As a reaction SMILES: [Cl:1][C:2]1[CH:11]=[C:10]2[C:5]([C:6]([N:12]3[CH2:17][CH2:16][NH:15][CH2:14][CH2:13]3)=[CH:7][CH:8]=[N:9]2)=[CH:4][CH:3]=1.[C:18]1([N:24]=[C:25]=[O:26])[CH:23]=[CH:22][CH:21]=[CH:20][CH:19]=1.CCCCCC.CCOC(C)=O>C1COCC1>[Cl:1][C:2]1[CH:11]=[C:10]2[C:5]([C:6]([N:12]3[CH2:17][CH2:16][N:15]([C:25]([NH:24][C:18]4[CH:23]=[CH:22][CH:21]=[CH:20][CH:19]=4)=[O:26])[CH2:14][CH2:13]3)=[CH:7][CH:8]=[N:9]2)=[CH:4][CH:3]=1 |f:2.3|. Procedure: 7-Chloro-4-(piperazin-1-yl)quinoline (62 mg, 0.25 mmol) and phenyl isocyanate (33 μL, 0.30 mmol) in THF (10 mL) are reacted according to method C yielding the title product as colorless needles after column chromatography with hexane-EtOAc. Isolated yield 61.0%. Reaction SMILES: Cl.[Br:2][C:3]1[CH:4]=[C:5]([CH2:15][NH2:16])[CH:6]=[N:7][C:8]=1[O:9][CH2:10][C:11]([F:14])([F:13])[F:12].[C:17]([NH:20][C:21]1[CH:22]=[C:23]([CH:27]=[CH:28][N:29]=1)[C:24](O)=[O:25])(=[O:19])[CH3:18]>>[C:17]([NH:20][C:21]1[CH:22]=[C:23]([CH:27]=[CH:28][N:29]=1)[C:24]([NH:16][CH2:15][C:5]1[CH:6]=[N:7][C:8]([O:9][CH2:10][C:11]([F:12])([F:13])[F:14])=[C:3]([Br:2])[CH:4]=1)=[O:25])(=[O:19])[CH3:18] |f:0.1|. Procedure: The title compound is prepared in 61% yield (380 mg, a white solid) from (5-bromo-6-(2,2,2-trifluoroethoxy)pyridin-3-yl)methanamine hydrochloride (450 mg, 1.4 mmol, Amine-67) and 2-acetamidoisonicotinic acid (250 mg, 1.4 mmol) by the similar manner in Step-1 of Example 8. Yields the product C(C)(=O)NC=1C=C(C(=O)NCC=2C=NC(=C(C2)Br)OCC(F)(F)F)C=CN1 (2-acetamido-N-((5-bromo-6-(2,2,2-trifluoroethoxy)pyridin-3-yl)methyl)isonicotinamide). The reactants are Cl.BrC=1C=C(C=NC1OCC(F)(F)F)CN ((5-bromo-6-(2,2,2-trifluoroethoxy)pyridin-3-yl)methanamine hydrochloride), C(C)(=O)NC=1C=C(C(=O)O)C=CN1 (2-acetamidoisonicotinic acid). The reactants are BrC=1C=C(C2=CN(N=C2C1)C1OCCCC1)[N+](=O)[O-] (6-Bromo-4-nitro-2-(tetrahydro-2H-pyran-2-yl)-2H-indazole), CC1(OB(OC1(C)C)C=1C=C(C=CC1)OC1OCCCC1)C (2-{[3-(4,4,5,5-tetramethyl-1,3,2-dioxaborolan-2-yl)phenyl]oxy}tetrahydro-2H-pyran), C(O)([O-])=O.[Na+] (sodium hydrogen carbonate), C(C)(C)O (isopropyl alcohol). The reagents and catalysts are C1=CC=C(C=C1)P([C-]2C=CC=C2)C3=CC=CC=C3.C1=CC=C(C=C1)P([C-]2C=CC=C2)C3=CC=CC=C3.Cl[Pd]Cl.[Fe+2] (Pd(dppf)Cl2). Solvent: C(C)(=O)OCC (ethyl acetate), O (water). Reaction conditions: temperature 150 celsius. Yields the product [N+](=O)([O-])C=1C2=CN(N=C2C=C(C1)C1=CC(=CC=C1)OC1OCCCC1)C1OCCCC1 (4-Nitro-2-(tetrahydro-2H-pyran-2-yl)-6-[3-(tetrahydro-2H-pyran-2-yloxy)phenyl]-2H-indazole). RXN SMILES: Br[C:2]1[CH:3]=[C:4]([N+:17]([O-:19])=[O:18])[C:5]2[C:9]([CH:10]=1)=[N:8][N:7]([CH:11]1[CH2:16][CH2:15][CH2:14][CH2:13][O:12]1)[CH:6]=2.CC1(C)C(C)(C)OB([C:28]2[CH:29]=[C:30]([O:34][CH:35]3[CH2:40][CH2:39][CH2:38][CH2:37][O:36]3)[CH:31]=[CH:32][CH:33]=2)O1.C(=O)([O-])O.[Na+].C(O)(C)C>C1C=CC(P(C2C=CC=CC=2)[C-]2C=CC=C2)=CC=1.C1C=CC(P(C2C=CC=CC=2)[C-]2C=CC=C2)=CC=1.Cl[Pd]Cl.[Fe+2].C(OCC)(=O)C.O>[N+:17]([C:4]1[C:5]2[C:9]([CH:10]=[C:2]([C:28]3[CH:33]=[CH:32][CH:31]=[C:30]([O:34][CH:35]4[CH2:40][CH2:39][CH2:38][CH2:37][O:36]4)[CH:29]=3)[CH:3]=1)=[N:8][N:7]([CH:11]1[CH2:16][CH2:15][CH2:14][CH2:13][O:12]1)[CH:6]=2)([O-:19])=[O:18] |f:2.3,5.6.7.8|. Procedure: 6-Bromo-4-nitro-2-(tetrahydro-2H-pyran-2-yl)-2H-indazole (500 mg, 1.53 mmol), Pd(dppf)Cl2 (125 mg, 0.153 mmol), 2-{[3-(4,4,5,5-tetramethyl-1,3,2-dioxaborolan-2-yl)phenyl]oxy}tetrahydro-2H-pyran (700 mg, 2.3 mmol), saturated sodium hydrogen carbonate (aq) (2 ml) and isopropyl alcohol (8 ml) were added to each of 5 microwave vessels. All 5 reactions were heated at 150° C. for 10 mins in a Biotage Initiator microwave. Reaction mixtures 1, 4, 5 were combined and water (250 ml) and ethyl acetate (250... The reactants are COC(C=CC1=C(C=C(C=C1)CO)C)=O (3-(4-Hydroxymethyl-2-methyl-phenyl)-acrylic acid methyl ester), [H][H] (Hydrogen). Reagents/catalysts: [Ni] (Raney nickel). The solvent is O1CCCC1 (tetrahydrofuran). Yields the product COC(CCC1=C(C=C(C=C1)CO)C)=O (3-(4-Hydroxymethyl-2-methyl-phenyl)-propionic acid methyl ester). Reaction SMILES: [CH3:1][O:2][C:3](=[O:15])[CH:4]=[CH:5][C:6]1[CH:11]=[CH:10][C:9]([CH2:12][OH:13])=[CH:8][C:7]=1[CH3:14].[H][H]>[Ni].O1CCCC1>[CH3:1][O:2][C:3](=[O:15])[CH2:4][CH2:5][C:6]1[CH:11]=[CH:10][C:9]([CH2:12][OH:13])=[CH:8][C:7]=1[CH3:14]. Procedure details: A mixture of 3-(4-Hydroxymethyl-2-methyl-phenyl)-acrylic acid methyl ester (4.7 g, 22.8 mmol), Raney nickel (0.668 g) and tetrahydrofuran (618 mL) is shaken under 60 psig. Hydrogen 24 hr. The catalyst is filtered off, and the mixture is concentrated to afford the product as a pale yellow oil, 4.3 g, 91%. The structure is confirmed by 1H NMR spectroscopy.